From a dataset of the Open Reaction Database (ORD), a public repository of structured organic reaction records. describe an organic reaction: reactants, conditions, products, and yield Starting materials: O=C1Nc2ccc(Cl)cc2C1=Cc1ccc(Br)o1, O=C([O-])[O-], [Cs+], [Cs+], COC(=O)c1ccc(B(O)O)c(F)c1, [Fe+2], C1COCCO1, O, O, Cl[Pd]Cl, c1ccc(P(c2ccccc2)[c-]2cccc2)cc1, c1ccc(P(c2ccccc2)[c-]2cccc2)cc1. Product: COC(=O)c1ccc(-c2ccc(C=C3C(=O)Nc4ccc(Cl)cc43)o2)c(F)c1. RXN SMILES: [Br:1][c:2]1[cH:3][cH:4][c:5]([CH:7]=[C:8]2[C:9](=[O:18])[NH:10][c:11]3[cH:12][cH:13][c:14]([Cl:17])[cH:15][c:16]32)[o:6]1.[C:33](=[O:34])([O-:35])[O-:36].[Cs+:37].[Cs+:38].[F:19][c:20]1[c:21]([B:30]([OH:31])[OH:32])[cH:22][cH:23][c:24]([C:26](=[O:27])[O:28][CH3:29])[cH:25]1.[Fe+2:86].[O:41]1[CH2:42][CH2:43][O:44][CH2:45][CH2:46]1.[OH2:39].[OH2:40].[Pd:47]([Cl:48])[Cl:49].[cH:50]1[cH:51][cH:52][c:53]([P:54]([c:55]2[cH:56][cH:57][cH:58][cH:59][cH:60]2)[c-:61]2[cH:62][cH:63][cH:64][cH:65]2)[cH:66][cH:67]1.[cH:68]1[cH:69][cH:70][c:71]([P:72]([c:73]2[cH:74][cH:75][cH:76][cH:77][cH:78]2)[c-:79]2[cH:80][cH:81][cH:82][cH:83]2)[cH:84][cH:85]1>>[c:2]1(-[c:21]2[c:20]([F:19])[cH:25][c:24]([C:26](=[O:27])[O:28][CH3:29])[cH:23][cH:22]2)[cH:3][cH:4][c:5]([CH:7]=[C:8]2[C:9](=[O:18])[NH:10][c:11]3[cH:12][cH:13][c:14]([Cl:17])[cH:15][c:16]32)[o:6]1.